From a dataset of the Open Reaction Database (ORD), a public repository of structured organic reaction records. describe an organic reaction: reactants, conditions, products, and yield Starting materials: OCC1C(C2=C(O1)C=CC(=C2O)C(C)=O)CCC (2-Hydroxymethyl-3-propyl-4-hydroxy-5-acetyl-2,3-dihydrobenzo[b]furan), SC1=CC=C(C=C1)C(CCC(=O)OC)=O (methyl 4-mercapto-γ-oxobenzenebutanoate), CCOC(=O)/N=N/C(=O)OCC (DEAD). Run in C1CCOC1 (THF), C1CCOC1 (THF). Reaction conditions: time 30 minute. The product is O=C(CCC(OC)=O)C1=CC=C(C=C1)SCC1C(C2=C(O1)C=CC(=C2O)C(C)=O)CCC (2-((4-(1, 4-dioxo-4-methoxybutyl)phenylthio)methyl)-3-propyl-4-hydroxy-5-acetyl-2,3-dihydrobenzo[b]furan). RXN SMILES: O[CH2:2][CH:3]1[O:7][C:6]2[CH:8]=[CH:9][C:10]([C:13](=[O:15])[CH3:14])=[C:11]([OH:12])[C:5]=2[CH:4]1[CH2:16][CH2:17][CH3:18].[SH:19][C:20]1[CH:25]=[CH:24][C:23]([C:26](=[O:33])[CH2:27][CH2:28][C:29]([O:31][CH3:32])=[O:30])=[CH:22][CH:21]=1.CCOC(/N=N/C(OCC)=O)=O>C1COCC1>[O:33]=[C:26]([C:23]1[CH:22]=[CH:21][C:20]([S:19][CH2:2][CH:3]2[O:7][C:6]3[CH:8]=[CH:9][C:10]([C:13](=[O:15])[CH3:14])=[C:11]([OH:12])[C:5]=3[CH:4]2[CH2:16][CH2:17][CH3:18])=[CH:25][CH:24]=1)[CH2:27][CH2:28][C:29](=[O:30])[O:31][CH3:32]. Reported procedure: The compound of Example 15 (1.4 g, 5.59 mmoles, 1 equivalent) and methyl 4-mercapto-γ-oxobenzenebutanoate (1.4 g) was taken up in 30 ml THF. This mixture was added dropwise to a 0° solution of 1.2 equivalent DEAD, (1.1 ml) and 1.2 equivalent (1.76 g) in 40 ml THF. The reaction mixture was stirred cold 30 minutes, then warmed to room temperature. The reaction mixture was stirred at room temperature overnight. The reaction mixture was concentrated, purified on a column of silica gel using 10/1 tol...